Task: describe an organic reaction: reactants, conditions, products, and yield. Dataset: the Open Reaction Database (ORD), a public repository of structured organic reaction records The reactants are C(C1=CC=CC=C1)C1=NN(C(=C1)N1CCCCC1)CC (3-benzyl-1-ethyl-(1H)-pyrazol-5-ylpiperidine), Cl (HCl), C(C)(=O)Cl (acetyl chloride). The solvent is CO (methanol). Conditions: time 90 minute. Yields the product Cl.Cl.C(C1=CC=CC=C1)C1=NN(C(=C1)C1CCNCC1)CC (4-(3-Benzyl-1-ethyl-(1H)-pyrazol-5-yl)piperidine di-HCl salt). Isolated yield 199.8%. As a reaction SMILES: [CH2:1]([C:8]1[CH:12]=[C:11](N2CCCCC2)[N:10]([CH2:19][CH3:20])[N:9]=1)[C:2]1[CH:7]=[CH:6][CH:5]=[CH:4][CH:3]=1.[ClH:21].[C:22]([Cl:25])(=O)[CH3:23]>CO>[ClH:25].[ClH:21].[CH2:1]([C:8]1[CH:12]=[C:11]([CH:23]2[CH2:22][CH2:19][NH:10][CH2:11][CH2:12]2)[N:10]([CH2:19][CH3:20])[N:9]=1)[C:2]1[CH:3]=[CH:4][CH:5]=[CH:6][CH:7]=1 |f:4.5.6|. Procedure: 1-(t-Butoxycarbonyl)4-(3-benzyl-1-ethyl-(1H)-pyrazol-5-ylpiperidine 5 from Step D (18.5 g, 50 mmol) was added to a solution of HCl (530 mmol) in methanol (300 mL) prepared by the slow addition of acetyl chloride (38 mL, 530 mmol) and aged for 90 min. The reaction was stirred at rt for 16 h and then evaporated to dryness to afford 17.1 g (100%) of the title compound as a hygroscopic white solid.